Dataset: the Open Reaction Database (ORD), a public repository of structured organic reaction records. Task: describe an organic reaction: reactants, conditions, products, and yield Reactants: CC(C)(C)Oc1nc2ccccc2nc1C=O, CC(=O)O[BH-](OC(C)=O)OC(C)=O, O=C([O-])O, Cc1ccccc1CC(=O)C1CCNCC1, CCOC(C)=O, ClCCl, Cl, [Na+], [Na+]. Yields the product Cc1ccccc1CC(=O)C1CCN(Cc2nc3ccccc3nc2OC(C)(C)C)CC1. As a reaction SMILES: [C:18]([CH3:19])([CH3:20])([CH3:21])[O:22][c:23]1[n:24][c:25]2[cH:26][cH:27][cH:28][cH:29][c:30]2[n:31][c:32]1[CH:33]=[O:34].[C:35]([O:36][BH-:37]([O:38][C:39](=[O:40])[CH3:41])[O:42][C:43](=[O:44])[CH3:45])(=[O:46])[CH3:47].[C:49](=[O:50])([OH:51])[O-:52].[CH3:2][c:3]1[c:4]([CH2:9][C:10](=[O:11])[CH:12]2[CH2:13][CH2:14][NH:15][CH2:16][CH2:17]2)[cH:5][cH:6][cH:7][cH:8]1.[CH3:57][CH2:58][O:59][C:60](=[O:61])[CH3:62].[Cl:54][CH2:55][Cl:56].[ClH:1].[Na+:48].[Na+:53]>>[CH3:2][c:3]1[c:4]([CH2:9][C:10](=[O:11])[CH:12]2[CH2:13][CH2:14][N:15]([CH2:33][c:32]3[c:23]([O:22][C:18]([CH3:19])([CH3:20])[CH3:21])[n:24][c:25]4[cH:26][cH:27][cH:28][cH:29][c:30]4[n:31]3)[CH2:16][CH2:17]2)[cH:5][cH:6][cH:7][cH:8]1. The reactants are C1(=CC=CC=C1)C(N1CCNCC1)C1=CC=CC=C1 (1-(diphenylmethyl)piperazine), [I-].[K+] (potassium iodide), C([O-])([O-])=O.[K+].[K+] (potassium carbonate), ClCCCCC=1C=CC=2N(N1)C=C(N2)C(C(=O)OCC)(C)C (ethyl 2-[6-(4-chlorobutyl)imidazo[1,2-b]pyridazin-2-yl]-2-methylpropionate). Solvent: CN(C=O)C (N,N-dimethylformamide), C(C)(=O)OCC (ethyl acetate). Reaction conditions: temperature 60 celsius, time 5 hour. Product: C1(=CC=CC=C1)C(N1CCN(CC1)CCCCC=1C=CC=2N(N1)C=C(N2)C(C(=O)OCC)(C)C)C2=CC=CC=C2 (ethyl 2-[6-[4-[4-(diphenylmethyl)piperazino] butyl]imidazo[1,2-b]pyridazin-2-yl]-2-methylpropionate). The yield is 36.1%. Reaction SMILES: Cl[CH2:2][CH2:3][CH2:4][CH2:5][C:6]1[CH:7]=[CH:8][C:9]2[N:10]([CH:12]=[C:13]([C:15]([CH3:22])([CH3:21])[C:16]([O:18][CH2:19][CH3:20])=[O:17])[N:14]=2)[N:11]=1.[C:23]1([CH:29]([C:36]2[CH:41]=[CH:40][CH:39]=[CH:38][CH:37]=2)[N:30]2[CH2:35][CH2:34][NH:33][CH2:32][CH2:31]2)[CH:28]=[CH:27][CH:26]=[CH:25][CH:24]=1.[I-].[K+].C(=O)([O-])[O-].[K+].[K+]>CN(C)C=O.C(OCC)(=O)C>[C:36]1([CH:29]([C:23]2[CH:28]=[CH:27][CH:26]=[CH:25][CH:24]=2)[N:30]2[CH2:31][CH2:32][N:33]([CH2:2][CH2:3][CH2:4][CH2:5][C:6]3[CH:7]=[CH:8][C:9]4[N:10]([CH:12]=[C:13]([C:15]([CH3:22])([CH3:21])[C:16]([O:18][CH2:19][CH3:20])=[O:17])[N:14]=4)[N:11]=3)[CH2:34][CH2:35]2)[CH:37]=[CH:38][CH:39]=[CH:40][CH:41]=1 |f:2.3,4.5.6|. Procedure: 921 mg of ethyl 2-[6-(4-chlorobutyl)imidazo[1,2-b]pyridazin-2-yl]-2-methylpropionate was dissolved in 10 ml of N,N-dimethylformamide; 789 mg of 1-(diphenylmethyl)piperazine, 433 mg of potassium iodide and 520 mg of potassium carbonate were added, followed by stirring at 60° C. for 5 hours. After cooling, ethyl acetate was added; the mixture was washed with saturated saline and dried with magnesium sulfate. The dry product was concentrated under reduced pressure; the residue was subjected to sili... Reactants: C1(=O)OCC2=CC=CC=C12 (phthalide), OCC1=C(C(=O)N)C=CC=C1 (2-hydroxymethylbenzamide), [H-].[Al+3].[Li+].[H-].[H-].[H-] (lithium-aluminium hydride), Cl (hydrogen chloride). Run in C(C)OCC (ethyl ether). Product: Cl.OCC1=C(CN)C=CC=C1 (2-hydroxymethylbenzylamine hydrochloride). As a reaction SMILES: C1(C2C(=CC=CC=2)CO1)=O.[OH:11][CH2:12][C:13]1[CH:21]=[CH:20][CH:19]=[CH:18][C:14]=1[C:15]([NH2:17])=O.[H-].[Al+3].[Li+].[H-].[H-].[H-].[ClH:28]>C(OCC)C>[ClH:28].[OH:11][CH2:12][C:13]1[CH:21]=[CH:20][CH:19]=[CH:18][C:14]=1[CH2:15][NH2:17] |f:2.3.4.5.6.7,10.11|. Procedure details: 4.92 g of phthalide are transformed according to C. Y. Belke, S. C. K. Su, J. A. Shafer (J. Am. Chem. Soc., 93, 4552 (1971)), into 2-hydroxymethylbenzamide (melting point 147°-149° C.) which by treatment with lithium-aluminium hydride according to R. M. Laird, R. E. Parker (J. Chem. Soc., 4784 (1965)), and then with gaseous hydrogen chloride dissolved in ethyl ether, gives 2-hydroxymethylbenzylamine hydrochloride which after crystallization from an ethanol/ethyl ether mixture shows melting point... The reactants are C(=S)(Cl)Cl (thiophosgene), CO (methanol), NC1=CC2=C(N=C(S2)C(C)(C)C)C=C1N1CCN(CC1)C(=O)OCC (6-amino-2-tert-butyl-5[4-carbethoxypiperazin-1-yl]benzothiazole), C([O-])(O)=O.[Na+] (sodium bicarbonate). The solvent is C(Cl)(Cl)Cl (chloroform), C(Cl)(Cl)Cl (chloroform), C(Cl)(Cl)Cl (chloroform). Run at time 2 hour. Yields the product C(C)(C)(C)C=1SC2=C(N1)C=C(C(=C2)N=C=S)N2CCN(CC2)C(=O)OCC (2-tert-butyl-5-[4-carbethoxypiperazin-1-yl]-6-isothiocyanato-benzothiazole). Reaction SMILES: [NH2:1][C:2]1[C:14]([N:15]2[CH2:20][CH2:19][N:18]([C:21]([O:23][CH2:24][CH3:25])=[O:22])[CH2:17][CH2:16]2)=[CH:13][C:5]2[N:6]=[C:7]([C:9]([CH3:12])([CH3:11])[CH3:10])[S:8][C:4]=2[CH:3]=1.C(=O)(O)[O-].[Na+].[C:31](Cl)(Cl)=[S:32].CO>C(Cl)(Cl)Cl>[C:9]([C:7]1[S:8][C:4]2[CH:3]=[C:2]([N:1]=[C:31]=[S:32])[C:14]([N:15]3[CH2:16][CH2:17][N:18]([C:21]([O:23][CH2:24][CH3:25])=[O:22])[CH2:19][CH2:20]3)=[CH:13][C:5]=2[N:6]=1)([CH3:12])([CH3:11])[CH3:10] |f:1.2|. Procedure: A mixture of 2 g of 6-amino-2-tert-butyl-5[4-carbethoxypiperazin-1-yl]benzothiazole and 2 g of sodium bicarbonate in 200 ml of chloroform is cooled in an ice bath and 4 ml of thiophosgene in 10 ml of chloroform is added and the mixture is stirred at ambient temperature for 2 hours. The solid is filtered off and the filtrate is evaporated to give an oil which is applied on a silica gel column with 1% methanol in chloroform to yield 2-tert-butyl-5-[4-carbethoxypiperazin-1-yl]-6-isothiocyanato-benz... Starting materials: Cc1ccc(C(C)(C)CC(=O)O)cc1, CN(C)C=O, O=S(Cl)Cl, c1ccccc1. The product is Cc1ccc(C(C)(C)CC(=O)O)cc1, [Cl-]. As a reaction SMILES: [CH3:1][C:2]([CH2:3][C:4](=[O:5])[OH:6])([CH3:7])[c:8]1[cH:9][cH:10][c:11]([CH3:14])[cH:12][cH:13]1.[O:15]=[CH:16][N:17]([CH3:18])[CH3:19].[S:20]([Cl:21])([Cl:22])=[O:23].[cH:24]1[cH:25][cH:26][cH:27][cH:28][cH:29]1>>[CH3:1][C:2]([CH2:3][C:4](=[O:5])[OH:6])([CH3:7])[c:8]1[cH:9][cH:10][c:11]([CH3:14])[cH:12][cH:13]1.[Cl-:22].